Dataset: the Open Reaction Database (ORD), a public repository of structured organic reaction records. Task: describe an organic reaction: reactants, conditions, products, and yield The reactants are O=O (oxygen), O (water), C1(=CC=CC=C1)C (toluene), ClC(Cl)(OC(OC(Cl)(Cl)Cl)=O)Cl (triphosgene), CN(C1=CC=CC=C1)C (dimethylaniline). Conditions: time 3 hour. Yields the product CC=1OC(OC1C1=CC=CC=C1)=O (4-Methyl-5-phenyl-1,3-dioxol-2-one). RXN SMILES: O=O.Cl[C:4](Cl)([O:6][C:7](=[O:13])[O:8][C:9](Cl)(Cl)Cl)Cl.CN(C)[C:17]1[CH:22]=[CH:21][CH:20]=[CH:19][CH:18]=1.O.[C:25]1(C)C=CC=CC=1>>[CH3:25][C:4]1[O:6][C:7](=[O:13])[O:8][C:9]=1[C:17]1[CH:22]=[CH:21][CH:20]=[CH:19][CH:18]=1. Procedure: To a solution of the compound of Reference Example 2 (8.5 g) in toluene (75 ml) was added triphosgene (6.4 g), and thereto was added dropwise dimethylaniline (15 g) under ice-cooling, and the mixture was stirred at room temperature for 3 hours. Then, the mixture was further stirred for 4 hours under reflux. After the reaction was completed, water was added to the reaction solution, and the mixture was extracted with ethyl acetate. The ethyl acetate solution was washed with 1N aqueous hydrochlori...